This data is from the Open Reaction Database (ORD), a public repository of structured organic reaction records. The task is: describe an organic reaction: reactants, conditions, products, and yield Starting materials: O1CCCC1 (tetrahydrofuran), CC1=CC(=CC(=N1)C(=O)N)C(F)(F)F (6-methyl-4-trifluoromethylpyridine-2-carboxamide), oxime, C(=O)(N1C=NC=C1)N1C=NC=C1 (1,1′-carbonyldiimidazole), N12CCCCCC2=NCCC1 (1,8-diazabicyclo[5,4,0]undec-7-ene), O (water). Reaction conditions: time 30 minute. Product: CC1=CC(=CC(=N1)C=1NOC(N1)=O)C(F)(F)F (3-(6-methyl-4-trifluoromethylpyridin-2-yl)-1,2,4-oxadiazol-5-one). Reaction SMILES: [O:1]1[CH2:5]CCC1.[CH3:6][C:7]1[N:12]=[C:11]([C:13]([NH2:15])=O)[CH:10]=[C:9]([C:16]([F:19])([F:18])[F:17])[CH:8]=1.C(N1C=CN=C1)([N:22]1C=CN=C1)=O.N12CCCN=C1CCCCC2.[OH2:43]>>[CH3:6][C:7]1[N:12]=[C:11]([C:13]2[NH:22][O:43][C:5](=[O:1])[N:15]=2)[CH:10]=[C:9]([C:16]([F:19])([F:18])[F:17])[CH:8]=1. Reported procedure: To 3 ml of tetrahydrofuran were added 0.74 g of 6-methyl-4-trifluoromethylpyridine-2-carboxamide=oxime and 0.41 g of 1,1′-carbonyldiimidazole, and the mixture was stirred at room temperature for 1 hour and 30 minutes. Thereafter, 0.39 g of 1,8-diazabicyclo[5,4,0]undec-7-ene was added, and the mixture was stirred for 12 hours. To the reaction solution were added water and a 10% aqueous HCl solution, the resultant solution was extracted with ethyl acetate three times, and the organic layers were c... Reactants: [BH3-]C#N, CCC1CNc2ccc([N+](=O)[O-])cc2O1, O=CC(F)(F)F, [Na+], O. Yields the product CCC1CN(CC(F)(F)F)c2ccc([N+](=O)[O-])cc2O1. As a reaction SMILES: [C:23]([BH3-:24])#[N:25].[CH2:1]([CH3:2])[CH:3]1[O:4][c:5]2[c:6]([cH:9][cH:10][c:11]([N+:13](=[O:14])[O-:15])[cH:12]2)[NH:7][CH2:8]1.[F:17][C:18]([CH:19]=[O:20])([F:21])[F:22].[Na+:26].[OH2:16]>>[CH2:1]([CH3:2])[CH:3]1[O:4][c:5]2[c:6]([cH:9][cH:10][c:11]([N+:13](=[O:14])[O-:15])[cH:12]2)[N:7]([CH2:19][C:18]([F:17])([F:21])[F:22])[CH2:8]1. Reactants: O=C(Cl)OCc1ccccc1, CCOC(C)=O, COC(=O)C(N)Cc1cc(F)cc(F)c1, [Na+], [Na+], O=C([O-])[O-], O. The product is COC(=O)C(Cc1cc(F)cc(F)c1)NC(=O)OCc1ccccc1. RXN SMILES: [CH2:23]([c:24]1[cH:25][cH:26][cH:27][cH:28][cH:29]1)[O:30][C:31](=[O:32])[Cl:33].[CH3:34][CH2:35][O:36][C:37](=[O:38])[CH3:39].[NH2:1][CH:2]([C:3](=[O:4])[O:5][CH3:6])[CH2:7][c:8]1[cH:9][c:10]([F:15])[cH:11][c:12]([F:14])[cH:13]1.[Na+:17].[Na+:18].[O-:19][C:20](=[O:21])[O-:22].[OH2:16]>>[NH:1]([CH:2]([C:3](=[O:4])[O:5][CH3:6])[CH2:7][c:8]1[cH:9][c:10]([F:15])[cH:11][c:12]([F:14])[cH:13]1)[C:31]([O:30][CH2:23][c:24]1[cH:25][cH:26][cH:27][cH:28][cH:29]1)=[O:32].